This data is from the Open Reaction Database (ORD), a public repository of structured organic reaction records. The task is: describe an organic reaction: reactants, conditions, products, and yield The reactants are NC1=C(C=CC(=C1)N)C (2,4-diamino toluene), bis-urea, bis-urea, NC(=O)N (urea), C(C)O (ethanol), [C]=O (carbon monoxide), NC(=O)N (urea), following mixture, FeOCl, NC1=C(C=CC(=C1)[N+](=O)[O-])C (2-amino-4-nitrotoluene). The reagents and catalysts are Cl[Pd]Cl (PdCl2). Product: N(=C=O)C1=C(C=CC(=C1)N=C=O)C (2,4-diisocyanatotoluene), aminourethanes. Reaction SMILES: [NH2:1][C:2]1[CH:7]=[C:6]([NH2:8])[CH:5]=[CH:4][C:3]=1[CH3:9].NC1C=C([N+]([O-])=O)C=CC=1C.N[C:22](N)=[O:23].[C]=O.[CH2:27]([OH:29])C>Cl[Pd]Cl>[N:1]([C:2]1[CH:7]=[C:6]([N:8]=[C:22]=[O:23])[CH:5]=[CH:4][C:3]=1[CH3:9])=[C:27]=[O:29] |^3:24|. Reported procedure: 250 g of the following mixture were introduced into a 0.7 liter autoclave: 2×10-3 % by weight of PdCl2, 4% by weight of FeOCl, 14.8% by weight of a bis-urea of 2,4-diamino toluene and 2-amino-4-nitrotoluene and 81% by weight of ethanol. The nitro groups of the urea used are oxidizing agents for the oxycarbonylation of the urea function. 120 bar of carbon monoxide were forced in at room temperature. The mixture was allowed to react for two hours at 180° C. The bis-urea was converted quantitativel... Reactants: ClC=1N=C(C2=C(N1)C(=C(S2)CN2[C@H](CN(C[C@H]2C)S(=O)(=O)C)C)C)N2CCOCC2 (2-Chloro-6-((2S,6R)-4-methanesulfonyl-2,6-dimethyl-piperazin-1-ylmethyl)-7-methyl-4-morpholin-4-yl-thieno[3,2-d]pyrimidine), NC1=NC=C(C=N1)B1OC(C)(C)C(C)(C)O1 (2-amino-pyrimidine-5-boronic acid pinacol ester). The product is C[C@H]1N([C@H](CN(C1)S(=O)(=O)C)C)CC1=C(C=2N=C(N=C(C2S1)N1CCOCC1)C=1C=NC(=NC1)N)C (5-(6-(((2R,6S)-2,6-dimethyl-4-(methylsulfonyl)piperazin-1-yl)methyl)-7-methyl-4-morpholinothieno[3,2-d]pyrimidin-2-yl)pyrimidin-2-amine). The yield is 58.6%. Reaction SMILES: Cl[C:2]1[N:3]=[C:4]([N:25]2[CH2:30][CH2:29][O:28][CH2:27][CH2:26]2)[C:5]2[S:10][C:9]([CH2:11][N:12]3[C@H:17]([CH3:18])[CH2:16][N:15]([S:19]([CH3:22])(=[O:21])=[O:20])[CH2:14][C@@H:13]3[CH3:23])=[C:8]([CH3:24])[C:6]=2[N:7]=1.[NH2:31][C:32]1[N:37]=[CH:36][C:35](B2OC(C)(C)C(C)(C)O2)=[CH:34][N:33]=1>>[CH3:23][C@@H:13]1[CH2:14][N:15]([S:19]([CH3:22])(=[O:21])=[O:20])[CH2:16][C@H:17]([CH3:18])[N:12]1[CH2:11][C:9]1[S:10][C:5]2[C:4]([N:25]3[CH2:30][CH2:29][O:28][CH2:27][CH2:26]3)=[N:3][C:2]([C:35]3[CH:34]=[N:33][C:32]([NH2:31])=[N:37][CH:36]=3)=[N:7][C:6]=2[C:8]=1[CH3:24]. Reported procedure: 2-Chloro-6-((2S,6R)-4-methanesulfonyl-2,6-dimethyl-piperazin-1-ylmethyl)-7-methyl-4-morpholin-4-yl-thieno[3,2-d]pyrimidine (135 mg, 0.29 mmol) was reacted with 2-amino-pyrimidine-5-boronic acid pinacol ester (88 mg, 0.4 mmol) in General Procedure A. After extraction into 2M HCl, the mixture was washed with ethyl acetate then made basic and the precipitate collected by filtration. Purification using a thiourea SPE cartridge gave 420 as a cream solid (90 mg, 0.17 mmol) NMR (CDCl3, 400 MHz), 9.25 (... The reactants are F[B-](F)(F)F, CC(C)(C)OC(=O)NC(Cc1cccc(Br)c1)C(CO)O[Si](C)(C)C(C)(C)C, CC(C)(C)[PH+](C(C)(C)C)C(C)(C)C, C#C[Si](C)(C)C, N#Cc1ccccc1, N#Cc1ccccc1, CCOC(C)=O, CC(C)NC(C)C, Cl[Pd]Cl, ClCCl, I[Cu]I, N#N. Product: CC(C)(C)OC(=O)NC(Cc1cccc(C#C[Si](C)(C)C)c1)C(CO)O[Si](C)(C)C(C)(C)C. As a reaction SMILES: [B-:31]([F:32])([F:33])([F:34])[F:35].[Br:1][c:2]1[cH:3][c:4]([CH2:8][CH:9]([CH:10]([CH2:11][OH:12])[O:13][Si:14]([CH3:15])([CH3:16])[C:17]([CH3:18])([CH3:19])[CH3:20])[NH:21][C:22]([O:23][C:24]([CH3:25])([CH3:26])[CH3:27])=[O:28])[cH:5][cH:6][cH:7]1.[C:36]([PH+:37]([C:38]([CH3:39])([CH3:40])[CH3:41])[C:42]([CH3:43])([CH3:44])[CH3:45])([CH3:46])([CH3:47])[CH3:48].[C:49](#[CH:50])[Si:51]([CH3:52])([CH3:53])[CH3:54].[C:71]([c:72]1[cH:73][cH:74][cH:75][cH:76][cH:77]1)#[N:78].[C:79]([c:80]1[cH:81][cH:82][cH:83][cH:84][cH:85]1)#[N:86].[CH3:62][CH2:63][O:64][C:65]([CH3:66])=[O:67].[CH:55]([NH:56][CH:57]([CH3:58])[CH3:59])([CH3:60])[CH3:61].[Cl:68][Pd:69][Cl:70].[Cl:90][CH2:91][Cl:92].[Cu:87]([I:88])[I:89].[N:29]#[N:30]>>[c:2]1([C:50]#[C:49][Si:51]([CH3:52])([CH3:53])[CH3:54])[cH:3][c:4]([CH2:8][CH:9]([CH:10]([CH2:11][OH:12])[O:13][Si:14]([CH3:15])([CH3:16])[C:17]([CH3:18])([CH3:19])[CH3:20])[NH:21][C:22]([O:23][C:24]([CH3:25])([CH3:26])[CH3:27])=[O:28])[cH:5][cH:6][cH:7]1. Reactants: NC=1NC(C(=C(N1)C(C#N)CC1=CSC=C1)[N+](=O)[O-])=O (2-Amino-1,6-dihydro-5-nitro-6-oxo-α-(3-thienylmethyl)-4-pyrimidineacetonitrile), Cl (HCl), [OH-].[NH4+] (ammonium hydroxide), S(=O)([O-])S(=O)[O-].[Na+].[Na+] (sodium dithionite). Solvent: [OH-].[Na+] (NaOH). Conditions: temperature 90 celsius. Yields the product NC=1NC(C2=C(N1)C(=C(N2)N)CC2=CSC=C2)=O (2,6-Diamino-3,5-dihydro-7-(3-thienylmethyl)-4H-pyrrolo [3,2-d]pyrimidin-4-one), Cl (monohydro-chloride). RXN SMILES: [NH2:1][C:2]1[NH:3][C:4](=[O:20])[C:5]([N+:17]([O-])=O)=[C:6]([CH:8]([CH2:11][C:12]2[CH:16]=[CH:15][S:14][CH:13]=2)[C:9]#[N:10])[N:7]=1.S(S([O-])=O)([O-])=O.[Na+].[Na+].[ClH:29].[OH-].[NH4+]>[OH-].[Na+]>[NH2:1][C:2]1[NH:3][C:4](=[O:20])[C:5]2[NH:17][C:9]([NH2:10])=[C:8]([CH2:11][C:12]3[CH:16]=[CH:15][S:14][CH:13]=3)[C:6]=2[N:7]=1.[ClH:29] |f:1.2.3,5.6,7.8|. Reported procedure: To a solution of 2-Amino-1,6-dihydro-5-nitro-6-oxo-α-(3-thienylmethyl)-4-pyrimidineacetonitrile prepared above (5.0 g) in 1N NaOH (300 mL) is added sodium dithionite (20 g). The reaction mixture is heated for 30 min at 90° C. and then is acidified (pH 1) with conc HCl while still hot. The reaction mixture is cooled and neutralized with ammonium hydroxide. The resulting precipitate is collected by filtration, washed with cold water and dried under vacuum. The crude product is added to 100 mL conc... The reactants are ClC1=CC2=C(OC3=C(C(=N2)CCC)C=CC=C3)C=C1 (8-chloro-11-propyldibenz[b,f][1,4]oxazepine), [BH3-]C#N.[Na+] (NaCNBH3). Run in C1CCOC1 (THF). Reaction conditions: time 24 hour. Product: ClC1=CC2=C(OC3=C(C(N2)CCC)C=CC=C3)C=C1 (8-chloro-10,11-dihydro-11-propyldibenz[b,f][1,4]oxazepine). The yield is 95.4%. RXN SMILES: [Cl:1][C:2]1[CH:19]=[CH:18][C:5]2[O:6][C:7]3[CH:17]=[CH:16][CH:15]=[CH:14][C:8]=3[C:9]([CH2:11][CH2:12][CH3:13])=[N:10][C:4]=2[CH:3]=1.[BH3-]C#N.[Na+]>C1COCC1>[Cl:1][C:2]1[CH:19]=[CH:18][C:5]2[O:6][C:7]3[CH:17]=[CH:16][CH:15]=[CH:14][C:8]=3[CH:9]([CH2:11][CH2:12][CH3:13])[NH:10][C:4]=2[CH:3]=1 |f:1.2|. Reported procedure: To a stirring solution of the title compound of Example 19 (2.6 g) in THF (100 mL) was added NaCNBH3 (1.0 g). The reaction was stirred for 24 hours. The solvent was removed under reduced pressure, and the residue was taken up in CHCl3 with HCl (1M, 25 mL). The resulting mixture was stirred for 1 hour at room temperature. The CHCl3 was separated, extracted with NaHCO3 (saturated) and brine. The solvent was then removed to yield a yellow oil (2.5 g). This material was purified by column chromatogr... Reactants: C(C)(=O)N1C(C(NC(C1)=O)=CC1=CC=CC=C1)=O (1-acetyl-3-benzylidene-2,5-piperazinedione), C(C)(=O)N1C(C(NC(C1)=O)=CC1=CC=CC=C1)=O (1-acetyl-3-benzylidene-2,5-piperazinedione), CI (methyl iodide), C(=O)([O-])[O-].[Na+].[Na+] (Na2CO3). Run in CN(C)C=O (DMF). The product is C(C)(=O)N1C(C(N(C(C1)=O)C)=CC1=CC=CC=C1)=O (1-acetyl-3-benzylidene-4-methyl-2,5-piperazinedione). Yield: 45.0%. As a reaction SMILES: [C:1]([N:4]1[CH2:9][C:8](=[O:10])[NH:7][C:6](=[CH:11][C:12]2[CH:17]=[CH:16][CH:15]=[CH:14][CH:13]=2)[C:5]1=[O:18])(=[O:3])[CH3:2].CI.[C:21]([O-])([O-])=O.[Na+].[Na+]>CN(C=O)C>[C:1]([N:4]1[CH2:9][C:8](=[O:10])[N:7]([CH3:21])[C:6](=[CH:11][C:12]2[CH:17]=[CH:16][CH:15]=[CH:14][CH:13]=2)[C:5]1=[O:18])(=[O:3])[CH3:2] |f:2.3.4|. Reported procedure: 1-Acetyl-3-benzylidene-2,5-piperazinedione (compound 18 prepared in Reference Example 2) was N-methylated by treatment with methyl iodide (2.0 equivalents) in the presence of Na2CO3 (1.0 equivalents) in DMF at room temperature for 24 hours. The solvent was removed and the residue purified by flash chromatography. The product 1-acetyl-3-benzylidene-4-methyl-2,5-piperazinedione, obtained in 45% yield, was treated with 4-methoxybenzaldehyde (1.0-1.1 equivalents) in the presence of Cs2CO3 in DMF at ... Product: CC(C)CC(NS(=O)(=O)c1ccc(N2CCC(c3ccccc3)CC2)cc1)C(=O)O. RXN SMILES: [ClH:1].[F:14][c:15]1[cH:16][cH:17][c:18]([S:21](=[O:22])(=[O:23])[NH:24][CH:25]([C:26](=[O:27])[OH:28])[CH2:29][CH:30]([CH3:31])[CH3:32])[cH:19][cH:20]1.[c:2]1([CH:8]2[CH2:9][CH2:10][NH:11][CH2:12][CH2:13]2)[cH:3][cH:4][cH:5][cH:6][cH:7]1>>[c:2]1([CH:8]2[CH2:9][CH2:10][N:11]([c:15]3[cH:16][cH:17][c:18]([S:21](=[O:22])(=[O:23])[NH:24][CH:25]([C:26](=[O:27])[OH:28])[CH2:29][CH:30]([CH3:31])[CH3:32])[cH:19][cH:20]3)[CH2:12][CH2:13]2)[cH:3][cH:4][cH:5][cH:6][cH:7]1. Reactants: Cl, CC(C)CC(NS(=O)(=O)c1ccc(F)cc1)C(=O)O, c1ccc(C2CCNCC2)cc1.